From a dataset of the Open Reaction Database (ORD), a public repository of structured organic reaction records. describe an organic reaction: reactants, conditions, products, and yield Starting materials: BrCc1ccc(Br)cc1, O=C([O-])[O-], [Cl-], [Cs+], [Cs+], [NH4+], CN(C)C=O, CCOC(=O)c1cnn(-c2cccc(-c3ccccc3O)n2)c1C(F)(F)F. The product is CCOC(=O)c1cnn(-c2cccc(-c3ccccc3OCc3ccc(Br)cc3)n2)c1C(F)(F)F. RXN SMILES: [Br:28][c:29]1[cH:30][cH:31][c:32]([CH2:33][Br:34])[cH:35][cH:36]1.[C:37](=[O:38])([O-:39])[O-:40].[Cl-:43].[Cs+:41].[Cs+:42].[NH4+:44].[O:45]=[CH:46][N:47]([CH3:48])[CH3:49].[OH:1][c:2]1[c:3](-[c:8]2[cH:9][cH:10][cH:11][c:12](-[n:14]3[n:15][cH:16][c:17]([C:23](=[O:24])[O:25][CH2:26][CH3:27])[c:18]3[C:19]([F:20])([F:21])[F:22])[n:13]2)[cH:4][cH:5][cH:6][cH:7]1>>[O:1]([c:2]1[c:3](-[c:8]2[cH:9][cH:10][cH:11][c:12](-[n:14]3[n:15][cH:16][c:17]([C:23](=[O:24])[O:25][CH2:26][CH3:27])[c:18]3[C:19]([F:20])([F:21])[F:22])[n:13]2)[cH:4][cH:5][cH:6][cH:7]1)[CH2:33][c:32]1[cH:31][cH:30][c:29]([Br:28])[cH:36][cH:35]1. The reactants are NC1=CC=C2C(=CN3C(C2=C1)=NC=C(C3=O)C(=O)OCC)C (ethyl 10-amino-7-methyl-4-oxo-4H-pyrimido[2,1-a]isoquinoline-3-carboxylate), S(=O)(=O)(C)Cl (mesyl chloride). Reported procedure: To a solution oe ethyl 10-amino-7-methyl-4-oxo-4H-pyrimido[2,1-a]isoquinoline-3-carboxylate (800 mg) in pyridine (60 ml) was added mesyl chloride (0.28 ml) at ice bath temperature. The reaction mixture was allowed to stir overnight at room temperature and then concentrated in vacuo. The residue was collected, washed successively with 0.1N hydrochloric acid and water and recrystallized from N,N-dimethylformamide to give ethyl 10-mesylamino-7-methyl-4-oxo-4H-pyrimido[2,1-a]isoquinoline-3-carboxyla... Solvent: N1=CC=CC=C1 (pyridine). Product: S(=O)(=O)(C)NC1=CC=C2C(=CN3C(C2=C1)=NC=C(C3=O)C(=O)OCC)C (ethyl 10-mesylamino-7-methyl-4-oxo-4H-pyrimido[2,1-a]isoquinoline-3-carboxylate). RXN SMILES: [NH2:1][C:2]1[CH:11]=[C:10]2[C:5]([C:6]([CH3:22])=[CH:7][N:8]3[C:15](=[O:16])[C:14]([C:17]([O:19][CH2:20][CH3:21])=[O:18])=[CH:13][N:12]=[C:9]32)=[CH:4][CH:3]=1.[S:23](Cl)([CH3:26])(=[O:25])=[O:24]>N1C=CC=CC=1>[S:23]([NH:1][C:2]1[CH:11]=[C:10]2[C:5]([C:6]([CH3:22])=[CH:7][N:8]3[C:15](=[O:16])[C:14]([C:17]([O:19][CH2:20][CH3:21])=[O:18])=[CH:13][N:12]=[C:9]32)=[CH:4][CH:3]=1)([CH3:26])(=[O:25])=[O:24]. Run at time 8 hour. The reactants are ClC=1C=C2C(=C(N(C2=CC1)C)C1=CC=C(C=C1)Cl)CCC(=O)O (5-chloro-2-(4-chlorophenyl)-1-methyl-1H-indole-3-propanoic acid), CN1[C@H](CNCC1)CC1=CC=CC=C1 ((2S)-1-methyl-2-(phenylmethyl)piperazine), amide. Yields the product ClC=1C=C2C(=C(N(C2=CC1)C)C1=CC=C(C=C1)Cl)CCC(=O)N1C[C@@H](N(CC1)C)CC1=CC=CC=C1 ((3S)-1-{3-[5-Chloro-2-(4-chlorophenyl)-1-methyl-1H-indol-3-yl]-1-oxopropyl}-4-methyl-3-(phenylmethyl)piperazine). RXN SMILES: [Cl:1][C:2]1[CH:3]=[C:4]2[C:8](=[CH:9][CH:10]=1)[N:7]([CH3:11])[C:6]([C:12]1[CH:17]=[CH:16][C:15]([Cl:18])=[CH:14][CH:13]=1)=[C:5]2[CH2:19][CH2:20][C:21](O)=[O:22].[CH3:24][N:25]1[CH2:30][CH2:29][NH:28][CH2:27][C@@H:26]1[CH2:31][C:32]1[CH:37]=[CH:36][CH:35]=[CH:34][CH:33]=1>>[Cl:1][C:2]1[CH:3]=[C:4]2[C:8](=[CH:9][CH:10]=1)[N:7]([CH3:11])[C:6]([C:12]1[CH:17]=[CH:16][C:15]([Cl:18])=[CH:14][CH:13]=1)=[C:5]2[CH2:19][CH2:20][C:21]([N:28]1[CH2:29][CH2:30][N:25]([CH3:24])[C@@H:26]([CH2:31][C:32]2[CH:37]=[CH:36][CH:35]=[CH:34][CH:33]=2)[CH2:27]1)=[O:22]. Procedure details: Prepared from 5-chloro-2-(4-chlorophenyl)-1-methyl-1H-indole-3-propanoic acid (Description 12) and (2S)-1-methyl-2-(phenylmethyl)piperazine (Description 35) according to the method of Description 25. 1H NMR (400 MHz, CDCl3) mixture of two amide rotamers; δ7.56-6.98 (12H, m), 4.09, 3.93 (total 1H, each d, J 13.1 Hz), 3.53, 3.47 (total 3H, each s), 3.20-1.98 (12H, m), and 2.39, 2.38 (total 3H, each s). m/z (ES+) 520, 522 (M+1). Starting materials: BrCCCCCC(=O)O (6-bromohexanoic acid), CNCCCC (N-methylbutylamine). The product is BrCCCCCC(=O)N(C)CCCC (6-bromo-N-butyl-N-methyl hexanamide). RXN SMILES: [Br:1][CH2:2][CH2:3][CH2:4][CH2:5][CH2:6][C:7]([OH:9])=O.[CH3:10][NH:11][CH2:12][CH2:13][CH2:14][CH3:15]>>[Br:1][CH2:2][CH2:3][CH2:4][CH2:5][CH2:6][C:7]([N:11]([CH2:12][CH2:13][CH2:14][CH3:15])[CH3:10])=[O:9]. Procedure details: Using the procedure of Step A of Example 3, 4.88 g of 6-bromohexanoic acid and 4.36 ml of N-methylbutylamine were reacted to obtain 7.0 g of the expected product which was used as is for the following step. Reactants: solution, COCCOC1=CC2=C(N(C=N2)C2=NC3=C(C=CC=C3C=C2)OS(=O)(=O)C(F)(F)F)C=C1 (trifluoromethanesulfonic acid 2-[5-(2-methoxy-ethoxy)-benzoimidazol-1-yl]-quinolin-8-yl ester), C(=O)(O)[O-].[Na+] (NaHCO3), ice water. Solvent: C(Cl)Cl (DCM), C(Cl)Cl (DCM). Conditions: time 24 hour. Product: OC1=CC2=C(N(C=N2)C2=NC3=C(C=CC=C3C=C2)OS(=O)(=O)C(F)(F)F)C=C1 (Trifluoro-methanesulfonic acid 2-(5-hydroxy-benzoimidazol-1-yl)-quinolin-8-yl ester). Isolated yield 50.8%. As a reaction SMILES: COCC[O:5][C:6]1[CH:32]=[CH:31][C:9]2[N:10]([C:13]3[CH:22]=[CH:21][C:20]4[C:15](=[C:16]([O:23][S:24]([C:27]([F:30])([F:29])[F:28])(=[O:26])=[O:25])[CH:17]=[CH:18][CH:19]=4)[N:14]=3)[CH:11]=[N:12][C:8]=2[CH:7]=1.C([O-])(O)=O.[Na+]>C(Cl)Cl>[OH:5][C:6]1[CH:32]=[CH:31][C:9]2[N:10]([C:13]3[CH:22]=[CH:21][C:20]4[C:15](=[C:16]([O:23][S:24]([C:27]([F:28])([F:29])[F:30])(=[O:25])=[O:26])[CH:17]=[CH:18][CH:19]=4)[N:14]=3)[CH:11]=[N:12][C:8]=2[CH:7]=1 |f:1.2|. Reported procedure: Trifluoro-methanesulfonic acid 2-[5-(2-methoxy-ethoxy]benzoimidazol-1-yl]-quinolin-8-yl ester 77E (2.00 g, 4.28 mMol) was suspended in 20 mL of anydrous DCM under an atmosphere of dry N2. To this heterogeneous solution was added 12.9 mL of a solution of 1 M borontribromide in DCM and the resulting mixture was stirred at ambient temperature for 24 hours. The reaction mixture was then poured into ice water. The resulting heterogeneous mixture was neutralised with the addition of NaHCO3 and then pa... Starting materials: ClC=1C=C2C=C(NC2=CC1Cl)S(=O)(=O)C(C(F)Cl)(F)F (5,6-dichloro-2[(2-chloro-1,1,2-trifluoroethyl)sulfonyl]indole), C(C)(=O)[O-].[Na+] (sodium acetate), BrBr (bromine). Solvent: C(C)(=O)O (acetic acid). Run at time 0.5 hour. The product is BrC1=C(NC2=CC(=C(C=C12)Cl)Cl)S(=O)(=O)C(C(F)Cl)(F)F (3-Bromo-5,6-dichlor-2[(2-chloro-1,1,2-trifluoroethyl)sulfonyl]indole). Yield: 91.0%. Reaction SMILES: [Cl:1][C:2]1[CH:3]=[C:4]2[C:8](=[CH:9][C:10]=1[Cl:11])[NH:7][C:6]([S:12]([C:15]([F:20])([F:19])[CH:16]([Cl:18])[F:17])(=[O:14])=[O:13])=[CH:5]2.C([O-])(=O)C.[Na+].[Br:26]Br>C(O)(=O)C>[Br:26][C:5]1[C:4]2[C:8](=[CH:9][C:10]([Cl:11])=[C:2]([Cl:1])[CH:3]=2)[NH:7][C:6]=1[S:12]([C:15]([F:20])([F:19])[CH:16]([Cl:18])[F:17])(=[O:13])=[O:14] |f:1.2|. Reported procedure: A mixture of 5,6-dichloro-2[(2-chloro-1,1,2-trifluoroethyl)sulfonyl]indole (0.84 g, 2.29 mmole) and sodium acetate (0.21 g, 2.52 mmole in acetic acid is treated with bromine (0.40 g, 2.52 mmole), stirred for 0.5 hour at room temperature, poured onto water and filtered. The filtercake is air-dried to afford the title product as a white solid, 0.93 g (91% yield), mp 200°-205° C., identified by IR, 1HNMR and 19FNMR spectral analyses. The reactants are C(C)(C)(C)CC(=O)ONC1=C(C=C(C=C1)C#N)O (N-t-butylacetoxy-4-cyano-2-hydroxyl aniline), FC(C(=O)O)(F)F (trifluoroacetic acid). Solvent: C(Cl)Cl (methylene chloride). Run at time 2.5 hour. Product: C(#N)C1=CC(=C(N)C=C1)O (4-cyano-2-hydroxyl aniline). Isolated yield 97.5%. Reaction SMILES: C(CC(O[NH:9][C:10]1[CH:15]=[CH:14][C:13]([C:16]#[N:17])=[CH:12][C:11]=1[OH:18])=O)(C)(C)C.FC(F)(F)C(O)=O>C(Cl)Cl>[C:16]([C:13]1[CH:14]=[CH:15][C:10]([NH2:9])=[C:11]([OH:18])[CH:12]=1)#[N:17]. Reported procedure: To a solution of N-t-butylacetoxy-4-cyano-2-hydroxyl aniline (3.1 g, 13 mmol) in methylene chloride (100 mL) at 0° C. was added trifluoroacetic acid and the reaction mixture was allowed to warm to rt. After 2.5 h, the reaction was quenched with water (100 mL) and extracted with ethyl acetate. The combined organic layers were washed with brine, dried over anhydrous magnesium sulfate and concentrated under reduced pressure. The crude material was purified by flash column chromatography (50% ethyl ... Reactants: C#CCOC(=O)c1ccc(OCC#C)c(OC)c1, CO, Cl, [Na+], [OH-]. Product: C#CCOc1ccc(C(=O)O)cc1OC. Reaction SMILES: [CH2:1]([C:2]#[CH:3])[O:4][c:5]1[c:6]([O:17][CH3:18])[cH:7][c:8]([C:9](=[O:10])[O:11][CH2:12][C:13]#[CH:14])[cH:15][cH:16]1.[CH3:22][OH:23].[ClH:21].[Na+:20].[OH-:19]>>[CH2:1]([C:2]#[CH:3])[O:4][c:5]1[c:6]([O:17][CH3:18])[cH:7][c:8]([C:9](=[O:10])[OH:11])[cH:15][cH:16]1.